Dataset: the Open Reaction Database (ORD), a public repository of structured organic reaction records. Task: describe an organic reaction: reactants, conditions, products, and yield Reactants: CC(C)(c1ccccc1)c1ccc(O)c(C(C)(C)c2ccccc2)c1, Cl, O=C1CCCCC1. Product: CC(C)(c1ccccc1)c1cc(C2=CCCCC2)c(O)c(C(C)(C)c2ccccc2)c1. RXN SMILES: [CH3:1][C:2]([CH3:3])([c:4]1[cH:5][cH:6][cH:7][cH:8][cH:9]1)[c:10]1[c:11]([OH:25])[cH:12][cH:13][c:14]([C:16]([CH3:17])([CH3:18])[c:19]2[cH:20][cH:21][cH:22][cH:23][cH:24]2)[cH:15]1.[ClH:33].[O:26]=[C:27]1[CH2:28][CH2:29][CH2:30][CH2:31][CH2:32]1>>[CH3:1][C:2]([CH3:3])([c:4]1[cH:5][cH:6][cH:7][cH:8][cH:9]1)[c:10]1[c:11]([OH:25])[c:12]([C:27]2=[CH:28][CH2:29][CH2:30][CH2:31][CH2:32]2)[cH:13][c:14]([C:16]([CH3:17])([CH3:18])[c:19]2[cH:20][cH:21][cH:22][cH:23][cH:24]2)[cH:15]1. Reactants: C(C)(C)N (isopropylamine), ClC1=NC=C(C=N1)C#CC1=CC=C(C=C1)C(C(=O)NCC)C (2-[4-(2-chloro-pyrimidin-5-ylethynyl)-phenyl]-N-ethyl-propionamide), CCN(C(C)C)C(C)C (DIPEA), 254. Run in CS(=O)C (DMSO), CS(=O)C (DMSO). Run at time 12 hour. The product is C(C)NC(C(C)C1=CC=C(C=C1)C#CC=1C=NC(=NC1)NC(C)C)=O (N-Ethyl-2-[4-(2-isopropylamino-pyrimidin-5-ylethynyl)-phenyl]-propionamide). RXN SMILES: [CH:1]([NH2:4])([CH3:3])[CH3:2].Cl[C:6]1[N:11]=[CH:10][C:9]([C:12]#[C:13][C:14]2[CH:19]=[CH:18][C:17]([CH:20]([CH3:26])[C:21]([NH:23][CH2:24][CH3:25])=[O:22])=[CH:16][CH:15]=2)=[CH:8][N:7]=1.CCN(C(C)C)C(C)C>CS(C)=O>[CH2:24]([NH:23][C:21](=[O:22])[CH:20]([C:17]1[CH:16]=[CH:15][C:14]([C:13]#[C:12][C:9]2[CH:8]=[N:7][C:6]([NH:4][CH:1]([CH3:3])[CH3:2])=[N:11][CH:10]=2)=[CH:19][CH:18]=1)[CH3:26])[CH3:25]. Reported procedure: To 9.3 mg (0.16 mmol) isopropylamine in 0.5 mL DMSO are added 31 mg (0.10 mmol) 2-[4-(2-chloro-pyrimidin-5-ylethynyl)-phenyl]-N-ethyl-propionamide (XVIII.1) in 1 mL DMSO, followed by 254 (16 mmol) DIPEA. The mixture is stirred at rt for 12 h. After that time, the mixture is directly purified by HPLC (preparative column: Sunfire; eluent A: water+0.1% TFA, eluent B: MeOH) to yield the desired product.